This data is from the Open Reaction Database (ORD), a public repository of structured organic reaction records. The task is: describe an organic reaction: reactants, conditions, products, and yield RXN SMILES: [Cl:1][C:2]1[CH:3]=[C:4]([C:9]2([C:29]([F:32])([F:31])[F:30])[O:13][N:12]=[C:11]([C:14]3[CH:27]=[CH:26][C:17]([C:18]([NH:20][CH:21]4[CH2:24][S:23](=[O:25])[CH2:22]4)=[O:19])=[C:16]([CH3:28])[CH:15]=3)[CH2:10]2)[CH:5]=[C:6]([Cl:8])[CH:7]=1.[F:33][C:34]([F:39])([F:38])[C:35]([NH2:37])=[O:36].[O-2].[Mg+2].C(O)(=O)C.C(O)(=O)C.IC1C=CC=CC=1>ClCCl.CC([O-])=O.CC([O-])=O.CC([O-])=O.CC([O-])=O.[Rh+2].[Rh+2]>[Cl:1][C:2]1[CH:3]=[C:4]([C:9]2([C:29]([F:31])([F:30])[F:32])[O:13][N:12]=[C:11]([C:14]3[CH:27]=[CH:26][C:17]([C:18]([NH:20][CH:21]4[CH2:22][S:23](=[O:25])(=[N:37][C:35](=[O:36])[C:34]([F:39])([F:38])[F:33])[CH2:24]4)=[O:19])=[C:16]([CH3:28])[CH:15]=3)[CH2:10]2)[CH:5]=[C:6]([Cl:8])[CH:7]=1 |f:2.3,4.5.6,8.9.10.11.12.13|. Run at time 42 hour. Reagents/catalysts: CC(=O)[O-].CC(=O)[O-].CC(=O)[O-].CC(=O)[O-].[Rh+2].[Rh+2] (rhodium(II) acetate dimer). Yields the product ClC=1C=C(C=C(C1)Cl)C1(CC(=NO1)C1=CC(=C(C(=O)NC2CS(C2)(=NC(C(F)(F)F)=O)=O)C=C1)C)C(F)(F)F (4-[5-(3,5-dichloro-phenyl)-5-trifluoromethyl-4,5-dihydro-isoxazol-3-yl]-2-methyl-N-[1-oxo-1-(2,2,2-trifluoro-acetylimino)-thietan-3-yl]-benzamide). The yield is 24.6%. Run in ClCCl (dichloromethane). Procedure: To a solution of 4-[5-(3,5-dichloro-phenyl)-5-trifluoromethyl-4,5-dihydro-isoxazol-3-yl]-2-methyl-N-(1-oxo-thietan-3-yl)-benzamide (Example P2) (0.2 g) in dichloromethane (20 ml) was added trifluoroacetamide (0.09 g), rhodium(II) acetate dimer (0.02 g), magnesium oxide (0.07 g) and iodobenzene diacetate (0.19 g). The reaction mixture was stirred at ambient temperature for 42 hours. The reaction mixture was concentrated and the residue purified by chromatography on silica gel (eluent: ethyl aceta... The reactants are ClC=1C=C(C=C(C1)Cl)C1(CC(=NO1)C1=CC(=C(C(=O)NC2CS(C2)=O)C=C1)C)C(F)(F)F (4-[5-(3,5-dichloro-phenyl)-5-trifluoromethyl-4,5-dihydro-isoxazol-3-yl]-2-methyl-N-(1-oxo-thietan-3-yl)-benzamide), C(C)(=O)O.C(C)(=O)O.IC1=CC=CC=C1 (iodobenzene diacetate), FC(C(=O)N)(F)F (trifluoroacetamide), [O-2].[Mg+2] (magnesium oxide). Starting materials: CC[N+](CC)(CC)Cc1ccccc1, [Cl-], CCOCCl, ClCCl, [Na+], [OH-], CC1(C)CC(=O)c2ccc(O)cc2O1. Yields the product CCOCOc1ccc2c(c1)OC(C)(C)CC2=O. Reaction SMILES: [CH2:23]([N+:24]([CH2:25][CH3:26])([CH2:27][CH3:28])[CH2:29][c:30]1[cH:31][cH:32][cH:33][cH:34][cH:35]1)[CH3:36].[Cl-:22].[Cl:17][CH2:18][O:19][CH2:20][CH3:21].[Cl:37][CH2:38][Cl:39].[Na+:2].[OH-:1].[OH:3][c:4]1[cH:5][cH:6][c:7]2[c:12]([cH:13]1)[O:11][C:10]([CH3:14])([CH3:15])[CH2:9][C:8]2=[O:16]>>[O:3]([c:4]1[cH:5][cH:6][c:7]2[c:12]([cH:13]1)[O:11][C:10]([CH3:14])([CH3:15])[CH2:9][C:8]2=[O:16])[CH2:18][O:19][CH2:20][CH3:21]. The reactants are C(=O)(N1C=NC=C1)N1C=NC=C1 (1,1'-carbonyldiimidazole), C(C)OC(=O)C(CC(=O)O)CC1=CC=CC2=CC=CC=C12 (3-ethoxycarbonyl-4-(1-naphthyl)butyric acid), NCCC1=CNC2=CC=CC=C12 (triptamine). Run in ClCCl (dichloromethane). Conditions: time 1 hour. The product is C(C)OC(C(CC(NCCC1=CNC2=CC=CC=C12)=O)CC1=CC=CC2=CC=CC=C12)=O (3-[2-(3-indolyl)ethylcarbamoyl]-2-(1-naphthylmethyl)propionic acid ethyl ester). Yield: 65.0%. As a reaction SMILES: [CH2:1]([O:3][C:4]([CH:6]([CH2:11][C:12]1[C:21]2[C:16](=[CH:17][CH:18]=[CH:19][CH:20]=2)[CH:15]=[CH:14][CH:13]=1)[CH2:7][C:8](O)=[O:9])=[O:5])[CH3:2].C(N1C=CN=C1)(N1C=CN=C1)=O.[NH2:34][CH2:35][CH2:36][C:37]1[C:45]2[C:40](=[CH:41][CH:42]=[CH:43][CH:44]=2)[NH:39][CH:38]=1>ClCCl>[CH2:1]([O:3][C:4](=[O:5])[CH:6]([CH2:11][C:12]1[C:21]2[C:16](=[CH:17][CH:18]=[CH:19][CH:20]=2)[CH:15]=[CH:14][CH:13]=1)[CH2:7][C:8](=[O:9])[NH:34][CH2:35][CH2:36][C:37]1[C:45]2[C:40](=[CH:41][CH:42]=[CH:43][CH:44]=2)[NH:39][CH:38]=1)[CH3:2]. Reported procedure: To a solution of 1.45 g of the butyric acid obtained in 30 ml of dichloromethane was added 0.86 g of 1,1'-carbonyldiimidazole. The mixture was stirred for 1 hour at room temperature. Then, 0.82 g of triptamine was added to the reaction mixture, and the mixture was stirred for 1.5 hours. The reaction mixture was concentrated under reduced pressure, and a 5% aqueous sodium bicarbonate solution was added to the residue. The mixture was extracted with ethyl acetate. The organic layer was washed succ... The reactants are Cl.CNO (methylhydroxylamine HCl salt), C[O-].[Na+] (NaOMe), C(#N)C=1C=C(C=CC1)C=1C=C2\C(\CC(OC2=CC1)C=1C=NC=CC1)=N\C#N ((E)-N-(6-(3-cyanophenyl)-2-(pyridine-3-yl)chroman-4-ylidene)cyanamide). Solvent: CO (MeOH). Conditions: time 10 minute. Yields the product NC=1N(OC2(N1)CC(OC1=CC=C(C=C12)C=1C=C(C#N)C=CC1)C=1C=NC=CC1)C (3-(3′-amino-2′-methyl-2-(pyridine-3-yl)-2′H-spiro[chroman-4,5′-[1,2,4]oxadiazole]-6-yl)benzonitrile). The yield is 3.1%. Reaction SMILES: Cl.[CH3:2][NH:3][OH:4].C[O-].[Na+].[C:8]([C:10]1[CH:11]=[C:12]([C:16]2[CH:17]=[C:18]3[C:23](=[CH:24][CH:25]=2)[O:22][CH:21]([C:26]2[CH:27]=[N:28][CH:29]=[CH:30][CH:31]=2)[CH2:20]/[C:19]/3=[N:32]\[C:33]#[N:34])[CH:13]=[CH:14][CH:15]=1)#[N:9]>CO>[NH2:34][C:33]1[N:3]([CH3:2])[O:4][C:19]2([C:18]3[C:23](=[CH:24][CH:25]=[C:16]([C:12]4[CH:11]=[C:10]([CH:15]=[CH:14][CH:13]=4)[C:8]#[N:9])[CH:17]=3)[O:22][CH:21]([C:26]3[CH:27]=[N:28][CH:29]=[CH:30][CH:31]=3)[CH2:20]2)[N:32]=1 |f:0.1,2.3|. Reported procedure: To a solution of methylhydroxylamine HCl salt (17 mg, 0.2 mmol) in anhydrous MeOH (2 mL) was added NaOMe (25% in MeOH (Wt. %), 0.10 mL, 0.2 mmol), followed by (E)-N-(6-(3-cyanophenyl)-2-(pyridine-3-yl)chroman-4-ylidene)cyanamide (70 mg, 0.2 mmol). After stirring for 10 mins, the solvent was removed in vacuo. The resulting residue was redissolved in DCM (5 mL). The mixture was filtered, and the solvent was removed to give the residue, which was purified by preparative TLC and preparative HPLC to ... Starting materials: C(C)(=O)[O-].[Na+] (sodium acetate), NOS(=O)(=O)O (hydroxylamine-o-sulfonic acid), CC1=NC(=CC=C1)C=1N(C=C(N1)C(F)(F)F)C1=CC=C(C=C1)S(=O)(=O)C (2-methyl-6-[1-[4-(methylsulfonyl)phenyl]-4-trifluoromethyl-1H-imidazol-2-yl]pyridine), C(CCC)[Mg]Cl (n-BuMgCl), C(C)B(CC)CC (triethylborane). Run in O (water), O (water), O1CCCC1 (tetrahydrofuran). Conditions: time 20 minute. Product: CC1=CC=CC(=N1)C=1N(C=C(N1)C(F)(F)F)C1=CC=C(C=C1)S(=O)(=O)N (4-[2-(6-Methylpyridin-2-yl)-4-(trifluoromethyl)-1H-imidazol-1-yl]benzenesulfonamide). As a reaction SMILES: [CH3:1][C:2]1[CH:7]=[CH:6][CH:5]=[C:4]([C:8]2[N:9]([C:17]3[CH:22]=[CH:21][C:20]([S:23](C)(=[O:25])=[O:24])=[CH:19][CH:18]=3)[CH:10]=[C:11]([C:13]([F:16])([F:15])[F:14])[N:12]=2)[N:3]=1.C([Mg]Cl)CCC.C(B(CC)CC)C.C([O-])(=O)C.[Na+].[NH2:45]OS(O)(=O)=O>O1CCCC1.O>[CH3:1][C:2]1[N:3]=[C:4]([C:8]2[N:9]([C:17]3[CH:22]=[CH:21][C:20]([S:23]([NH2:45])(=[O:25])=[O:24])=[CH:19][CH:18]=3)[CH:10]=[C:11]([C:13]([F:16])([F:15])[F:14])[N:12]=2)[CH:5]=[CH:6][CH:7]=1 |f:3.4|. Procedure: To a clear solution of Example 32 (10 mmol) in tetrahydrofuran (60 ml) at 0° C., n-BuMgCl (2M solution in THF, 25 ml, 50 mmol) is added over 10 minutes. After stirring for an additional 20 minutes, the ice bath is removed and the solution is stirred for 2 hours. The reaction mixture is recooled to 0° C. and triethylborane (1M solution in THF, 60 ml, 60 mmol) is added. After stirring for 1 hour, the reaction is heated to reflux for 72 hours. The reaction mixture is cooled to room temperature and ...